From a dataset of the Open Reaction Database (ORD), a public repository of structured organic reaction records. describe an organic reaction: reactants, conditions, products, and yield Starting materials: CC1=CC=CC=2N1C(C(=C(N2)C(C)N2C(C1=CC=CC=C1C2=O)=O)C2=NC=CC=C2)=O (2-(1-(6-methyl-4-oxo-3-(pyridin-2-yl)-4H-pyrido[1,2-a]pyrimidin-2-yl)ethyl)isoindoline-1,3-dione), O.NN (hydrazine, monohydrate). Yields the product NC(C)C=1N=C2N(C(C1C1=NC=CC=C1)=O)C(=CC=C2)C (2-(1-Aminoethyl)-6-methyl-3-(pyridin-2-yl)-4H-pyrido[1,2-a]pyrimidin-4-one). Solvent: CCO (EtOH). Run at time 1 hour. As a reaction SMILES: [CH3:1][C:2]1[N:7]2[C:8](=[O:31])[C:9]([C:25]3[CH:30]=[CH:29][CH:28]=[CH:27][N:26]=3)=[C:10]([CH:12]([N:14]3C(=O)C4C(=CC=CC=4)C3=O)[CH3:13])[N:11]=[C:6]2[CH:5]=[CH:4][CH:3]=1.O.NN>CCO>[NH2:14][CH:12]([C:10]1[N:11]=[C:6]2[CH:5]=[CH:4][CH:3]=[C:2]([CH3:1])[N:7]2[C:8](=[O:31])[C:9]=1[C:25]1[CH:30]=[CH:29][CH:28]=[CH:27][N:26]=1)[CH3:13] |f:1.2|. Procedure: To a suspension of 2-(1-(6-methyl-4-oxo-3-(pyridin-2-yl)-4H-pyrido[1,2-a]pyrimidin-2-yl)ethyl)isoindoline-1,3-dione (0.934 g, 2.276 mmol) in EtOH (45.5 mL) was added hydrazine, monohydrate (1.104 mL, 22.76 mmol), and the mixture was stirred under reflux. After 1 h, the mixture was cooled to rt and the precipitate was filtered and washed with EtOAc (50 mL×2). The filtrate was concd under reduced pressure, redissolved in EtOAc (50 mL) and water (50 mL). The aq layer was extracted with EtOAc (50 mL... Reactants: NC=1C=C2N=CC=NC2=CC1 (6-aminoquinoxaline), C(C)OC=C(C(=O)OCC)C(=O)OCC (diethyl ethoxymethylenemalonate). Conditions: temperature 110 celsius. Yields the product N1=CC=NC2=CC(=CC=C12)NC=C(C(=O)OCC)C(=O)OCC (diethyl N-(6-quinoxalyl)aminomethylenemalonate). Isolated yield 89.9%. RXN SMILES: [NH2:1][C:2]1[CH:3]=[C:4]2[C:9](=[CH:10][CH:11]=1)[N:8]=[CH:7][CH:6]=[N:5]2.C(O[CH:15]=[C:16]([C:22]([O:24][CH2:25][CH3:26])=[O:23])[C:17]([O:19][CH2:20][CH3:21])=[O:18])C>>[N:8]1[C:9]2[C:4](=[CH:3][C:2]([NH:1][CH:15]=[C:16]([C:17]([O:19][CH2:20][CH3:21])=[O:18])[C:22]([O:24][CH2:25][CH3:26])=[O:23])=[CH:11][CH:10]=2)[N:5]=[CH:6][CH:7]=1. Procedure details: A mixture of 6-aminoquinoxaline(19.2 g) and diethyl ethoxymethylenemalonate(34.8 g) was heated for an hour at 110° C. After filtration, the crystals thus obtained were crystallized from ethanol to give diethyl N-(6-quinoxalyl)aminomethylenemalonate (37.5 g) as pale yellow needles, m.p. 112°-114° C. Starting materials: CS(=O)(=O)O[C@H]1[C@H]([C@H]2[C@@H]3CCC([C@@]3(C)CC[C@@H]2[C@]2(CCC(C=C12)=O)C)=O)OS(=O)(=O)C (6α,7α-dimethanesulfonyloxy-4-androstene-3,17-dione), [N-]=[N+]=[N-].[Na+] (sodium azide), C(C)(=O)O (acetic acid). Run in CO (methanol). Yields the product N(=[N+]=[N-])C1=C[C@H]2[C@@H]3CCC([C@@]3(C)CC[C@@H]2[C@]2(CCC(C=C12)=O)C)=O (6-azido-4,6-androstadiene-3,17-dione). As a reaction SMILES: CS(O[C@@H:6]1[C:23]2[C@:18]([CH3:25])([CH2:19][CH2:20][C:21](=[O:24])[CH:22]=2)[C@@H:17]2[C@H:8]([C@H:9]3[C@@:13]([CH2:15][CH2:16]2)([CH3:14])[C:12](=[O:26])[CH2:11][CH2:10]3)[C@@H:7]1OS(C)(=O)=O)(=O)=O.[N-:32]=[N+:33]=[N-:34].[Na+].C(O)(=O)C>CO>[N:32]([C:6]1[C:23]2[C@:18]([CH3:25])([CH2:19][CH2:20][C:21](=[O:24])[CH:22]=2)[C@@H:17]2[C@H:8]([C@H:9]3[C@@:13]([CH2:15][CH2:16]2)([CH3:14])[C:12](=[O:26])[CH2:11][CH2:10]3)[CH:7]=1)=[N+:33]=[N-:34] |f:1.2|. Procedure details: Conversion of 6α,7α-dihydroxy-4-androstene-3,17-dione to the corresponding 6α,7α-dimethanesulfonate ester by treatment with methanesulfonyl chloride in pyridine in a manner similar to that described in Example 22B followed by treatment of the resulting 6α,7α-dimethanesulfonyloxy-4-androstene-3,17-dione with sodium azide in dimethylformamide in a manner similar to that described in above Example 22C does not yield an identifiable amount of 6-azido-4,6-androstadiene-3,17-dione. Similarly, treatmen... Reactants: N1C=CC=2C1=NC=C(C2)OC2=C(C(=O)NS(=O)(=O)C1=CC(=C(C=C1)NC1CCN(CC1)C(=O)OC(C)(C)C)[N+](=O)[O-])C=CC(=C2)N2CCN(CC2)CC2=C(CC(CC2)(C)C)C2=CC=C(C=C2)Cl (tert-butyl 4-(4-(N-(2-(1H-pyrrolo[2,3-b]pyridin-5-yloxy)-4-(4-((2-(4-chlorophenyl)-4,4-dimethylcyclohex-1-enyl)methyl)piperazin-1-yl)benzoyl)sulfamoyl)-2-nitrophenylamino)piperidine-1-carboxylate), FC(C(=O)O)(F)F (trifluoroacetic acid). Solvent: ClCCl (dichloromethane). Reaction conditions: time 3 hour. Product: N1C=CC=2C1=NC=C(C2)OC2=C(C(=O)NS(=O)(=O)C1=CC(=C(C=C1)NC1CCNCC1)[N+](=O)[O-])C=CC(=C2)N2CCN(CC2)CC2=C(CC(CC2)(C)C)C2=CC=C(C=C2)Cl (2-(1H-pyrrolo[2,3-b]pyridin-5-yloxy)-4-(4-((2-(4-chlorophenyl)-4,4-dimethylcyclohex-1-enyl)methyl)piperazin-1-yl)-N-(3-nitro-4-(piperidin-4-ylamino)phenylsulfonyl)benzamide). As a reaction SMILES: [NH:1]1[C:5]2=[N:6][CH:7]=[C:8]([O:10][C:11]3[CH:45]=[C:44]([N:46]4[CH2:51][CH2:50][N:49]([CH2:52][C:53]5[CH2:58][CH2:57][C:56]([CH3:60])([CH3:59])[CH2:55][C:54]=5[C:61]5[CH:66]=[CH:65][C:64]([Cl:67])=[CH:63][CH:62]=5)[CH2:48][CH2:47]4)[CH:43]=[CH:42][C:12]=3[C:13]([NH:15][S:16]([C:19]3[CH:24]=[CH:23][C:22]([NH:25][CH:26]4[CH2:31][CH2:30][N:29](C(OC(C)(C)C)=O)[CH2:28][CH2:27]4)=[C:21]([N+:39]([O-:41])=[O:40])[CH:20]=3)(=[O:18])=[O:17])=[O:14])[CH:9]=[C:4]2[CH:3]=[CH:2]1.FC(F)(F)C(O)=O>ClCCl>[NH:1]1[C:5]2=[N:6][CH:7]=[C:8]([O:10][C:11]3[CH:45]=[C:44]([N:46]4[CH2:47][CH2:48][N:49]([CH2:52][C:53]5[CH2:58][CH2:57][C:56]([CH3:60])([CH3:59])[CH2:55][C:54]=5[C:61]5[CH:62]=[CH:63][C:64]([Cl:67])=[CH:65][CH:66]=5)[CH2:50][CH2:51]4)[CH:43]=[CH:42][C:12]=3[C:13]([NH:15][S:16]([C:19]3[CH:24]=[CH:23][C:22]([NH:25][CH:26]4[CH2:31][CH2:30][NH:29][CH2:28][CH2:27]4)=[C:21]([N+:39]([O-:41])=[O:40])[CH:20]=3)(=[O:18])=[O:17])=[O:14])[CH:9]=[C:4]2[CH:3]=[CH:2]1. Reported procedure: To a cooled (0° C.) solution of EXAMPLE 139A (960 mg) in dichloromethane (10 mL) was added dropwise trifluoroacetic acid (5 mL). The mixture was stirred at the temperature for 3 hours. Then, the mixture was concentrated under vacuum and the residue was dissolved in dichloromethane (200 mL) and washed with aqueous NaHCO3 and brine. After drying over Na2SO4, the mixture was filtered, and evaporation of the solvent from the filtrate gave the title compound. Reactants: C1(=CC=CC=C1)CS(=O)(=O)Cl (phenylmethanesulfonyl chloride), NCC1CCC(CC1)C(=O)OC (methyl 4-(aminomethyl)cyclohexanecarboxylate), BrCC1=CC=C(C=C1)F (1-(bromomethyl)-4-fluorobenzene). The product is FC1=CC=C(CN(S(=O)(=O)CC2=CC=CC=C2)CC2CCC(CC2)C(=O)O)C=C1 (4-((N-(4-fluorobenzyl)-1-phenylmethylsulfonamido)methyl)-cyclohexanecarboxylic acid). RXN SMILES: [C:1]1([CH2:7][S:8](Cl)(=[O:10])=[O:9])[CH:6]=[CH:5][CH:4]=[CH:3][CH:2]=1.[NH2:12][CH2:13][CH:14]1[CH2:19][CH2:18][CH:17]([C:20]([O:22]C)=[O:21])[CH2:16][CH2:15]1.Br[CH2:25][C:26]1[CH:31]=[CH:30][C:29]([F:32])=[CH:28][CH:27]=1>>[F:32][C:29]1[CH:30]=[CH:31][C:26]([CH2:25][N:12]([CH2:13][CH:14]2[CH2:19][CH2:18][CH:17]([C:20]([OH:22])=[O:21])[CH2:16][CH2:15]2)[S:8]([CH2:7][C:1]2[CH:6]=[CH:5][CH:4]=[CH:3][CH:2]=2)(=[O:10])=[O:9])=[CH:27][CH:28]=1. Procedure: Prepared as in example 5-10 from phenylmethanesulfonyl chloride and methyl 4-(aminomethyl)cyclohexanecarboxylate and 1-(bromomethyl)-4-fluorobenzene. MS (M−H, 418), 1H NMR (400 MHz, DMSO-d6): δ, ppm: 0.639 (m, 2H), 0.897 (m, 2H), 1.034 (m, 1H), 1.467 d, broad, 2H, J=11.2 Hz), 1.709 (d, broad, 2H, J=11.2 Hz), 1.961 (m, 1H), 2.828 (d, 2H, J=7.6 Hz), 4.207 (s, 2H), 4.449 (s, 2H), 7.155 (t, 2H, J=9.2 Hz), 7.377 (m, 7H), 12 (s, broad, 1H) The reactants are CI, CC(=O)O, CCO, [Na+], [OH-], O, O=c1[nH]c(=S)[nH]cc1Cc1ccccn1. Yields the product CSc1ncc(Cc2ccccn2)c(=O)[nH]1. Reaction SMILES: [CH3:16][I:17].[CH3:20][C:21](=[O:22])[OH:23].[CH3:25][CH2:26][OH:27].[Na+:19].[OH-:18].[OH2:24].[n:1]1[c:2]([CH2:7][c:8]2[c:9](=[O:15])[nH:10][c:11](=[S:14])[nH:12][cH:13]2)[cH:3][cH:4][cH:5][cH:6]1>>[n:1]1[c:2]([CH2:7][c:8]2[c:9](=[O:15])[nH:10][c:11]([S:14][CH3:20])[n:12][cH:13]2)[cH:3][cH:4][cH:5][cH:6]1. Yields the product COC(C(NC([C@@H](NC(=O)OCC1=CC=CC=C1)C)=O)C1C(N(C(C1)=O)CC1=C(C=C(C=C1)OC)OC)=O)=O (benzyloxycarbonyl-L-alanyl-2-[1-(2,4-dimethoxybenzyl)-2,5-dioxopyrrolidin-3-yl] glycine methyl ester). Solvent: CN(C=O)C (dimethylformamide). The reactants are COC(C(N)C1C(N(C(C1)=O)CC1=C(C=C(C=C1)OC)OC)=O)=O (2-[1-(2,4-dimethoxybenzyl)-2,5-dioxopyrrolidin-3-yl] glycine methyl ester), N-hydroxysuccinimide ester, C(C1=CC=CC=C1)OC(=O)N[C@@H](C)C(=O)O (benzyloxycarbonyl-L-alanine). Conditions: time 50 hour. Procedure details: In 20 ml of dimethylformamide were dissolved 1 g of 2-[1-(2,4-dimethoxybenzyl)-2,5-dioxopyrrolidin-3-yl] glycine methyl ester and 1.5 g of N-hydroxysuccinimide ester of benzyloxycarbonyl-L-alanine, and the solution was stirred at room temperature for 50 hours. The reaction mixture was concentrated under reduced pressure and the residue was dissolved in ethyl acetate, washed with 2 N hydrochloric acid and saturated sodium hydrogen carbonate, and dried over sodium sulfate and concentrated under re... RXN SMILES: [CH3:1][O:2][C:3](=[O:24])[CH:4]([CH:6]1[CH2:10][C:9](=[O:11])[N:8]([CH2:12][C:13]2[CH:18]=[CH:17][C:16]([O:19][CH3:20])=[CH:15][C:14]=2[O:21][CH3:22])[C:7]1=[O:23])[NH2:5].[CH2:25]([O:32][C:33]([NH:35][C@H:36]([C:38](O)=[O:39])[CH3:37])=[O:34])[C:26]1[CH:31]=[CH:30][CH:29]=[CH:28][CH:27]=1>CN(C)C=O>[CH3:1][O:2][C:3](=[O:24])[CH:4]([CH:6]1[CH2:10][C:9](=[O:11])[N:8]([CH2:12][C:13]2[CH:18]=[CH:17][C:16]([O:19][CH3:20])=[CH:15][C:14]=2[O:21][CH3:22])[C:7]1=[O:23])[NH:5][C:38](=[O:39])[C@H:36]([CH3:37])[NH:35][C:33]([O:32][CH2:25][C:26]1[CH:31]=[CH:30][CH:29]=[CH:28][CH:27]=1)=[O:34].